Dataset: the Open Reaction Database (ORD), a public repository of structured organic reaction records. Task: describe an organic reaction: reactants, conditions, products, and yield Reactants: C(CC)N([C@@H]1CCC=2C=CC(=CC2C1)C(=O)N)CCC ((R)-7-(dipropylamino)-5,6,7,8-tetrahydro-2-naphthalenecarboxamide), Cl (hydrochloric acid), [OH-].[Na+] (sodium hydroxide), O (water). Solvent: O1CCCC1 (tetrahydrofuran). Yields the product C(CC)N([C@@H]1CCC=2C=CC(=CC2C1)CN)CCC ((R)-7-(Dipropylamino)-5,6,7,8-tetrahydro-2-naphthalenemethanamine), oil. RXN SMILES: [CH2:1]([N:4]([CH2:18][CH2:19][CH3:20])[C@H:5]1[CH2:14][C:13]2[CH:12]=[C:11]([C:15]([NH2:17])=O)[CH:10]=[CH:9][C:8]=2[CH2:7][CH2:6]1)[CH2:2][CH3:3].O.Cl.[OH-].[Na+]>O1CCCC1>[CH2:18]([N:4]([CH2:1][CH2:2][CH3:3])[C@H:5]1[CH2:14][C:13]2[CH:12]=[C:11]([CH2:15][NH2:17])[CH:10]=[CH:9][C:8]=2[CH2:7][CH2:6]1)[CH2:19][CH3:20] |f:3.4|. Procedure: A solution of the (R)-7-(dipropylamino)-5,6,7,8-tetrahydro-2-naphthalenecarboxamide (8) (8.68 g) in dry tetrahydrofuran was stirred at room temperature and borane dimethylsulfide complex (10.0 M, 11.1 ml) was slowly added. When the initial reaction subsided, the mixture was heated at reflux for 2 days. The mixture was cooled in ice, and water was added dropwise. When the evolution of gas ceased, 10% hydrochloric acid (75 ml) was added, and the mixture was refluxed for 2 hours. The mixture was co... Procedure: The esterification of 3-methoxysalicylic acid was performed according to the literature. Bishop, J. E., et al., J. Med. Chem. 34, 1612-1624 (1991).The ester product (1.68 g, 9.20 mmol) was dissolved in methanol (35 mL). Sodium iodide (1.38 g, 9.20 mmol) and sodium hydroxide (0.34 g, 9.2 mmol) were added, and the solution was cooled to 0° C. To this solution aqueous sodium hypochlorite (17.25 g, 5% naCIO) was added dropwise. The colorless slurry mixture was stirred for 1 h at 0°-3° C., then treat... Reactants: COC1=C(C(C(=O)O)=CC=C1)O (3-methoxysalicylic acid), Cl[O-].[Na+] (sodium hypochlorite), ester, CO (methanol), [I-].[Na+] (Sodium iodide), [OH-].[Na+] (sodium hydroxide), S(=S)([O-])[O-].[Na+].[Na+] (sodium thiosulfite). Product: COC(C=1C(O)=C(C=C(C1)I)OC)=O (Methyl-5-iodo-3-methoxysalicylate). Reaction conditions: temperature 0 celsius, time 1 hour. Solvent: CCOCC (Ether). As a reaction SMILES: [CH3:1][O:2][C:3]1[CH:11]=[CH:10][CH:9]=[C:5]([C:6]([OH:8])=[O:7])[C:4]=1[OH:12].[I-:13].[Na+].[OH-].[Na+].Cl[O-].[Na+].S([O-])([O-])=S.[Na+].[Na+].[CH3:26]O>CCOCC>[CH3:26][O:7][C:6](=[O:8])[C:5]1[C:4](=[C:3]([O:2][CH3:1])[CH:11]=[C:10]([I:13])[CH:9]=1)[OH:12] |f:1.2,3.4,5.6,7.8.9|. The reactants are O=C([O-])[O-], CCOC(C)=O, [Cl-], Cl, NC(=O)c1nc(Br)cnc1N, [Na+], [Na+], [Na+], O, O=P(Cl)(Cl)Cl, c1ccncc1. The product is N#Cc1nc(Br)cnc1N. RXN SMILES: [C:17](=[O:18])([O-:19])[O-:20].[CH3:33][CH2:34][O:35][C:36](=[O:37])[CH3:38].[Cl-:31].[ClH:32].[NH2:1][c:2]1[c:3]([C:9](=[O:10])[NH2:11])[n:4][c:5]([Br:8])[cH:6][n:7]1.[Na+:21].[Na+:22].[Na+:30].[OH2:23].[P:12]([Cl:13])([Cl:14])([Cl:15])=[O:16].[cH:24]1[cH:25][cH:26][n:27][cH:28][cH:29]1>>[NH2:1][c:2]1[c:3]([C:9]#[N:11])[n:4][c:5]([Br:8])[cH:6][n:7]1. Reactants: Br, Br, O=C([O-])C(O)C(O)C(=O)[O-], CC(=O)O, ClCCCl, CC#N, CCN(C(C)C)C(C)C, [Ce+3], [K+], [K+], NC1N=C(c2ccccc2)c2ccccc2NC1=O, [NH4+], O=C1CCC(C(=O)O)N1, CN(C)C=O, On1nnc2ccccc21. Product: O=C1CCC(C(=O)NC2N=C(c3ccccc3)c3ccccc3NC2=O)N1. RXN SMILES: [BrH:1].[BrH:35].[C:23]([CH:24]([CH:25]([C:26]([O-:27])=[O:28])[OH:29])[OH:30])([O-:31])=[O:32].[C:45]([OH:46])(=[O:47])[CH3:48].[CH2:49]([Cl:50])[CH2:51][Cl:52].[CH3:77][C:78]#[N:79].[CH:63]([N:64]([CH:65]([CH3:66])[CH3:67])[CH2:68][CH3:69])([CH3:70])[CH3:71].[Ce+3:21].[K+:33].[K+:34].[NH2:2][CH:3]1[C:4](=[O:20])[NH:5][c:6]2[c:7]([cH:16][cH:17][cH:18][cH:19]2)[C:8]([c:10]2[cH:11][cH:12][cH:13][cH:14][cH:15]2)=[N:9]1.[NH4+:22].[NH:36]1[CH:37]([C:42](=[O:43])[OH:44])[CH2:38][CH2:39][C:40]1=[O:41].[O:72]=[CH:73][N:74]([CH3:75])[CH3:76].[OH:53][n:54]1[c:55]2[c:56]([cH:57][cH:58][cH:59][cH:60]2)[n:61][n:62]1>>[NH:2]([CH:3]1[C:4](=[O:20])[NH:5][c:6]2[c:7]([cH:16][cH:17][cH:18][cH:19]2)[C:8]([c:10]2[cH:11][cH:12][cH:13][cH:14][cH:15]2)=[N:9]1)[C:42]([CH:37]1[NH:36][C:40](=[O:41])[CH2:39][CH2:38]1)=[O:43].